Dataset: the Open Reaction Database (ORD), a public repository of structured organic reaction records. Task: describe an organic reaction: reactants, conditions, products, and yield The reactants are Cl.Cl.FC1=CC=C(C=C1)CN1C(=NC=2C1=NC=CC2)CC2CCNCC2 (3-[(4-fluorophenyl)methyl)-2-(4-piperidinylmethyl)-3H-imidazo[4,5-b]pyridine dihydrochloride), C([O-])([O-])=O.[Na+].[Na+] (sodium carbonate), CC(CC(C)=O)C (4-methyl-2-pentanone), C(=C)C1=NC=CC=C1 (2-ethenylpyridine), O (water), O (water), O (water). Run at time 3 hour. Yields the product C(C(=O)O)(=O)O.FC1=CC=C(C=C1)CN1C(=NC=2C1=NC=CC2)CC2CCN(CC2)CCC2=NC=CC=C2 (3-[(4-fluorophenyl)methyl]-2-[[1-[2-(2-pyridinyl)ethyl]-4-piperidinyl]methyl]-3H-imidazo[4,5-b]pyridine ethanedioate). Yield: 17.0%. As a reaction SMILES: Cl.Cl.[F:3][C:4]1[CH:9]=[CH:8][C:7]([CH2:10][N:11]2[C:15]3=[N:16][CH:17]=[CH:18][CH:19]=[C:14]3[N:13]=[C:12]2[CH2:20][CH:21]2[CH2:26][CH2:25][NH:24][CH2:23][CH2:22]2)=[CH:6][CH:5]=1.[C:27](=[O:30])([O-:29])[O-].[Na+].[Na+].CC(C)C[C:36](=[O:38])C.[CH:40]([C:42]1[CH:47]=[CH:46][CH:45]=[CH:44][N:43]=1)=[CH2:41].[OH2:48]>>[C:36]([OH:38])(=[O:48])[C:27]([OH:29])=[O:30].[F:3][C:4]1[CH:5]=[CH:6][C:7]([CH2:10][N:11]2[C:15]3=[N:16][CH:17]=[CH:18][CH:19]=[C:14]3[N:13]=[C:12]2[CH2:20][CH:21]2[CH2:26][CH2:25][N:24]([CH2:41][CH2:40][C:42]3[CH:47]=[CH:46][CH:45]=[CH:44][N:43]=3)[CH2:23][CH2:22]2)=[CH:8][CH:9]=1 |f:0.1.2,3.4.5,9.10|. Procedure details: A mixture of 7.9 parts of 3-[(4-fluorophenyl)methyl)-2-(4-piperidinylmethyl)-3H-imidazo[4,5-b]pyridine dihydrochloride, 5.3 parts of sodium carbonate and 120 parts of 4-methyl-2-pentanone was stirred and refluxed for 15 minutes using a water separator. 3.2 Parts of 2-ethenylpyidine were added at reflux temperature and stirring was continued for 3 hours at reflux using a water separator. Then there were added 3.2 parts of 2-ethenylpyridine and the whole was stirred and refluxed for 19.50 hours us... Reactants: Cl, [K+], [OH-], O, OCCO, NC(=O)C1CN(c2ccccc2)CCN1Cc1ccccc1. Product: O=C(O)C1CN(c2ccccc2)CCN1Cc1ccccc1. As a reaction SMILES: [ClH:29].[K+:28].[OH-:27].[OH2:30].[OH:23][CH2:24][CH2:25][OH:26].[c:1]1([N:7]2[CH2:8][CH:9]([C:20](=[O:21])[NH2:22])[N:10]([CH2:13][c:14]3[cH:15][cH:16][cH:17][cH:18][cH:19]3)[CH2:11][CH2:12]2)[cH:2][cH:3][cH:4][cH:5][cH:6]1>>[c:1]1([N:7]2[CH2:8][CH:9]([C:20]([OH:21])=[O:23])[N:10]([CH2:13][c:14]3[cH:15][cH:16][cH:17][cH:18][cH:19]3)[CH2:11][CH2:12]2)[cH:2][cH:3][cH:4][cH:5][cH:6]1.